From a dataset of the Open Reaction Database (ORD), a public repository of structured organic reaction records. describe an organic reaction: reactants, conditions, products, and yield Reactants: CN1C(N(C(C(=C1)NCC#C)=O)C)=O (1,3-Dimethyl-5-(prop-2-yn-1-ylamino)pyrimidine-2,4(1H,3H)-dione), intermediate, CN(C=O)C (N,N-dimethylformamide). Product: CN1C(N(C(C2=C1C=C(N2)C)=O)C)=O (1,3,6-Trimethyl-1H-pyrrolo[3,2-d]pyrimidine-2,4(3H,5H)-dione). As a reaction SMILES: [CH3:1][N:2]1[CH:7]=[C:6]([NH:8][CH2:9][C:10]#C)[C:5](=[O:12])[N:4]([CH3:13])[C:3]1=[O:14].[CH3:15]N(C)C=O>>[CH3:1][N:2]1[C:7]2[CH:15]=[C:9]([CH3:10])[NH:8][C:6]=2[C:5](=[O:12])[N:4]([CH3:13])[C:3]1=[O:14]. Procedure: A solution of Step 2 intermediate (500 mg, 2.587 mmol) in dry N,N-dimethylformamide (20 mL) was refluxed for 40 h under nitrogen atmosphere. The excess of solvent was evaporated and the residue obtained was purified by silica gel column chromatography by using 5% methanol in chloroform to obtain 200 mg of the product as a yellow solid; 1H NMR (δ ppm, 300 MHz, DMSO-d6) 2.26 (s, 3H), 3.21 (s, 3H), 3.33 (s, 3H), 5.91 (s, 1H), 11.84 (br s, 1H); ESI-MS (m/z) 194.28 (M+H)+. Starting materials: [NH4+].[Cl-] (NH4Cl), C(CC)C(CCC)N=C=O (1-Propylbutyl isocyanate), NC(CCC)CCC (4-aminoheptane), C(C)C(CC=C)(CC=C)N=C=O (1-Ethyl-1-(2-propenyl)-3-butenyl isocyanate), C(CC)#N (propionitrile), C(C=C)[Mg]Br.CCOCC (allyl magnesium bromide Et2O). The solvent is CCOCC (Et2O). Yields the product C(C)C(CC=C)(CC=C)N (1-ethyl-1-(2-propenyl)-3-butenylamine). Yield: 34.0%. Reaction SMILES: C(C(N=C=O)CCC)CC.NC(CCC)CCC.[CH2:19]([C:21]([N:28]=C=O)([CH2:25][CH:26]=[CH2:27])[CH2:22][CH:23]=[CH2:24])[CH3:20].C(#N)CC.C([Mg]Br)C=C.CCOCC.[NH4+].[Cl-]>CCOCC>[CH2:19]([C:21]([NH2:28])([CH2:25][CH:26]=[CH2:27])[CH2:22][CH:23]=[CH2:24])[CH3:20] |f:4.5,6.7|. Procedure details: 1-Propylbutyl isocyanate: This intermediate was prepared from commercially available 4-aminoheptane by the procedure of V. S. Goldesmidt and M. Wick, Liebigs Ann. Chem., 575, 217 (1952). (b) 1-Ethyl-1-(2-propenyl)-3-butenyl isocyanate: A solution of propionitrile (14.5 g, 264 mmol) in dry Et2O (40 mL) was added dropwise to 1.0M allyl magnesium bromide/Et2O (880 mL). The reaction mixture was mechanically stirred at reflux for 2 h, after which time it was cooled to 0°. A saturated aqueous solution... Reactants: OC=1C=C(C(N)=NO)C=CC1 (3-hydroxybenzamidoxime), C(C)(=O)Cl (acetyl chloride). Run in N1=CC=CC=C1 (pyridine). Yields the product CC1=NC(=NO1)C=1C=C(C=CC1)O (3-(5-Methyl-[1,2,4]oxadiazol-3-yl)-phenol), white powder. Reaction SMILES: [OH:1][C:2]1[CH:3]=[C:4]([CH:9]=[CH:10][CH:11]=1)[C:5](=[N:7][OH:8])[NH2:6].[C:12](Cl)(=O)[CH3:13]>N1C=CC=CC=1>[CH3:12][C:13]1[O:8][N:7]=[C:5]([C:4]2[CH:3]=[C:2]([OH:1])[CH:11]=[CH:10][CH:9]=2)[N:6]=1. Reported procedure: 3-(5-Methyl-[1,2,4]oxadiazol-3-yl)-phenol was prepared using 3-hydroxybenzamidoxime (1 g, 6.6 mM) and acetyl chloride (0.52 g, 6.7 mM) in pyridine (4 mL) according to Preparation 62 to provide 0.66 g of a white powder; m.p., 87-89° C.